From a dataset of the Open Reaction Database (ORD), a public repository of structured organic reaction records. describe an organic reaction: reactants, conditions, products, and yield Yields the product CCCN(CCC)CC1CCc2ccc(O)cc21. Reaction SMILES: [BrH:20].[CH2:1]([CH2:2][CH3:3])[N:4]([CH2:5][CH:6]1[CH2:7][CH2:8][c:9]2[cH:10][cH:11][c:12]([O:15][CH3:16])[cH:13][c:14]21)[CH2:17][CH2:18][CH3:19]>>[CH2:1]([CH2:2][CH3:3])[N:4]([CH2:5][CH:6]1[CH2:7][CH2:8][c:9]2[cH:10][cH:11][c:12]([OH:15])[cH:13][c:14]21)[CH2:17][CH2:18][CH3:19]. The reactants are Br, CCCN(CCC)CC1CCc2ccc(OC)cc21. Reactants: B, C1CCOC1, CC(NC(=O)c1ccc(Cl)c(Sc2ccccc2)c1)c1cccc(Cl)c1. The product is CC(NCc1ccc(Cl)c(Sc2ccccc2)c1)c1cccc(Cl)c1. RXN SMILES: [BH3:27].[CH2:28]1[O:29][CH2:30][CH2:31][CH2:32]1.[Cl:1][c:2]1[c:3]([S:20][c:21]2[cH:22][cH:23][cH:24][cH:25][cH:26]2)[cH:4][c:5]([C:6](=[O:7])[NH:8][CH:9]([CH3:10])[c:11]2[cH:12][c:13]([Cl:17])[cH:14][cH:15][cH:16]2)[cH:18][cH:19]1>>[Cl:1][c:2]1[c:3]([S:20][c:21]2[cH:22][cH:23][cH:24][cH:25][cH:26]2)[cH:4][c:5]([CH2:6][NH:8][CH:9]([CH3:10])[c:11]2[cH:12][c:13]([Cl:17])[cH:14][cH:15][cH:16]2)[cH:18][cH:19]1. The reactants are CCO, CCOC(C)=O, COC1C=C(c2ccc(-c3ccccc3)cc2)C(OC)O1. Product: COC1CC(c2ccc(-c3ccccc3)cc2)C(OC)O1. RXN SMILES: [CH3:22][CH2:23][OH:24].[CH3:25][CH2:26][O:27][C:28]([CH3:29])=[O:30].[c:1]1(-[c:16]2[cH:17][cH:18][cH:19][cH:20][cH:21]2)[cH:2][cH:3][c:4]([C:7]2=[CH:11][CH:10]([O:12][CH3:13])[O:9][CH:8]2[O:14][CH3:15])[cH:5][cH:6]1>>[c:1]1(-[c:16]2[cH:17][cH:18][cH:19][cH:20][cH:21]2)[cH:2][cH:3][c:4]([CH:7]2[CH:8]([O:14][CH3:15])[O:9][CH:10]([O:12][CH3:13])[CH2:11]2)[cH:5][cH:6]1.